Dataset: the Open Reaction Database (ORD), a public repository of structured organic reaction records. Task: describe an organic reaction: reactants, conditions, products, and yield Starting materials: Cl (hydrochloric acid), C1(=CC=CC=C1)C=1SC=C(N1)COC1=CC=C(CN2N=C(C(=C2)C(=O)OCC)C=2SC=CC2)C=C1 (ethyl 1-[4-(2-phenyl-4-thiazolylmethoxy)benzyl]-3-(2-thienyl)-1H-pyrazole-4-carboxylate), [OH-].[Na+] (sodium hydroxide), O1CCCC1 (tetrahydrofuran). Run in C(C)O (ethanol). Conditions: temperature 80 celsius, time 5 hour. Yields the product C1(=CC=CC=C1)C=1SC=C(N1)COC1=CC=C(CN2N=C(C(=C2)C(=O)O)C=2SC=CC2)C=C1 (1-[4-(2-phenyl-4-thiazolylmethoxy)benzyl]-3-(2-thienyl)-1H-pyrazole-4-carboxylic acid). The yield is 90.4%. RXN SMILES: [C:1]1([C:7]2[S:8][CH:9]=[C:10]([CH2:12][O:13][C:14]3[CH:35]=[CH:34][C:17]([CH2:18][N:19]4[CH:23]=[C:22]([C:24]([O:26]CC)=[O:25])[C:21]([C:29]5[S:30][CH:31]=[CH:32][CH:33]=5)=[N:20]4)=[CH:16][CH:15]=3)[N:11]=2)[CH:6]=[CH:5][CH:4]=[CH:3][CH:2]=1.[OH-].[Na+].O1CCCC1.Cl>C(O)C>[C:1]1([C:7]2[S:8][CH:9]=[C:10]([CH2:12][O:13][C:14]3[CH:35]=[CH:34][C:17]([CH2:18][N:19]4[CH:23]=[C:22]([C:24]([OH:26])=[O:25])[C:21]([C:29]5[S:30][CH:31]=[CH:32][CH:33]=5)=[N:20]4)=[CH:16][CH:15]=3)[N:11]=2)[CH:2]=[CH:3][CH:4]=[CH:5][CH:6]=1 |f:1.2|. Procedure: A mixture of ethyl 1-[4-(2-phenyl-4-thiazolylmethoxy)benzyl]-3-(2-thienyl)-1H-pyrazole-4-carboxylate (750 mg), 1N aqueous sodium hydroxide solution (3 ml), tetrahydrofuran (5 ml), and ethanol (5 ml) was stirred at 80° C. for 5 hours. After cooling, 1N hydrochloric acid (3 ml) was added to the mixture and the mixture was extracted with ethyl acetate. The ethyl acetate layer was washed with saturated aqueous sodium chloride solution, dried (MgSO4), and concentrated. The resulting colorless crystal...